Dataset: the Open Reaction Database (ORD), a public repository of structured organic reaction records. Task: describe an organic reaction: reactants, conditions, products, and yield Starting materials: C(C)(=O)N1C2=CC=CC=C2C=2C=C(C=CC12)Br (9-acetyl-3-bromocarbazole), C1(=CC=CC2=CC=CC=C12)NC1=CC=C(C=C1)N(C1=CC=CC=C1)C1=CC=CC=C1 (N′-1-naphthyl-N,N-diphenyl-1,4-benzenediamine). Reagents/catalysts: [Cu]=O (copper oxide). Run in N,N′-dimethylacetamide. Conditions: temperature 170 celsius. Product: C1=CC(=CC=2C3=CC=CC=C3NC12)N(C1=CC=C(C=C1)N(C1=CC=CC=C1)C1=CC=CC=C1)C1=CC=CC2=CC=CC=C12 (N-(9H-carbazol-3-yl)-N-(naphthalen-1-yl)-N′,N′-diphenylbenzene-1,4-diamine). The yield is 69.6%. RXN SMILES: C([N:4]1[C:16]2[CH:15]=[CH:14][C:13](Br)=[CH:12][C:11]=2[C:10]2[C:5]1=[CH:6][CH:7]=[CH:8][CH:9]=2)(=O)C.[C:18]1([NH:28][C:29]2[CH:34]=[CH:33][C:32]([N:35]([C:42]3[CH:47]=[CH:46][CH:45]=[CH:44][CH:43]=3)[C:36]3[CH:41]=[CH:40][CH:39]=[CH:38][CH:37]=3)=[CH:31][CH:30]=2)[C:27]2[C:22](=[CH:23][CH:24]=[CH:25][CH:26]=2)[CH:21]=[CH:20][CH:19]=1>[Cu]=O>[CH:6]1[C:5]2[NH:4][C:16]3[C:11](=[CH:12][CH:13]=[CH:14][CH:15]=3)[C:10]=2[CH:9]=[C:8]([N:28]([C:18]2[C:27]3[C:22](=[CH:23][CH:24]=[CH:25][CH:26]=3)[CH:21]=[CH:20][CH:19]=2)[C:29]2[CH:34]=[CH:33][C:32]([N:35]([C:42]3[CH:47]=[CH:46][CH:45]=[CH:44][CH:43]=3)[C:36]3[CH:41]=[CH:40][CH:39]=[CH:38][CH:37]=3)=[CH:31][CH:30]=2)[CH:7]=1. Procedure details: A mixture of 1.2 g of 9-acetyl-3-bromocarbazole and 2.2 g of N′-1-naphthyl-N,N-diphenyl-1,4-benzenediamine were stirred together in 20 ml N,N′-dimethylacetamide. To this was added 0.8 g of copper oxide and heated to 170° C. for 24 h. The reaction was quenched with water and the solid was filtered, washed with methanol, and dried under vacuum. The solid was then taken up for further deprotection using 0.6 g KOH with TI-IF (3 ml), methanol (6 ml) and water (6 ml) at reflux temperature. The reactio... The reactants are ClC/C=C/CN1C(NC(C(=C1C(C1=CC(=CC(=C1)C)C)=O)C(C)C)=O)=O (1-(4-chloro-trans-2-butenyl)-5-isopropyl-6-(3,5-dimethylbenzoyl)-2,4-pyrimidinedione), [N-]=[N+]=[N-].[Na+] (sodium azide). The solvent is CCOCC (ether), CN(C)C=O (DMF). Reaction conditions: time 24 hour. The product is N(=[N+]=[N-])C/C=C/CN1C(NC(C(=C1C(C1=CC(=CC(=C1)C)C)=O)C(C)C)=O)=O (1-(4-azido-trans-2-butenyl)-5-isopropyl-6-(3,5-dimethylbenzoyl)-2,4-pyrimidinedione). Yield: 94.4%. As a reaction SMILES: Cl[CH2:2]/[CH:3]=[CH:4]/[CH2:5][N:6]1[C:11]([C:12](=[O:21])[C:13]2[CH:18]=[C:17]([CH3:19])[CH:16]=[C:15]([CH3:20])[CH:14]=2)=[C:10]([CH:22]([CH3:24])[CH3:23])[C:9](=[O:25])[NH:8][C:7]1=[O:26].[N-:27]=[N+:28]=[N-:29].[Na+]>CN(C=O)C.CCOCC>[N:27]([CH2:2]/[CH:3]=[CH:4]/[CH2:5][N:6]1[C:11]([C:12](=[O:21])[C:13]2[CH:18]=[C:17]([CH3:19])[CH:16]=[C:15]([CH3:20])[CH:14]=2)=[C:10]([CH:22]([CH3:24])[CH3:23])[C:9](=[O:25])[NH:8][C:7]1=[O:26])=[N+:28]=[N-:29] |f:1.2|. Procedure details: To a stirred solution of 187 mg (0.5 mmol) of the compound obtained from Example 9 in 5 ml of DMF was added 98 mg (1.5 mmol) of sodium azide at room temperature. After 24 hours, the reaction mixture was diluted with ether, washed with water, dried over anhydrous magnesium sulfate, and evaporated under reduced pressure to give a yellow oil, which was purified by flash chromatography using a mixture of ethyl acetate and hexane (1:2) as an eluent to afford 180 mg (yield 94%) of the title compound a... Solvent: O (water), CC(C)(C)OC (TBME), O (water), C1(=CC=CC=C1)C (toluene). The reagents and catalysts are C=1C=CC(=CC1)[P](C=2C=CC=CC2)(C=3C=CC=CC3)[Pd]([P](C=4C=CC=CC4)(C=5C=CC=CC5)C=6C=CC=CC6)([P](C=7C=CC=CC7)(C=8C=CC=CC8)C=9C=CC=CC9)[P](C=1C=CC=CC1)(C=1C=CC=CC1)C=1C=CC=CC1 (tetrakis(triphenylphosphine)palladium(0)). Run at temperature 75 celsius. Reported procedure: 4-Bromo-2-chlorobenzoic acid (205 g) and 5-fluoro-2-methoxyphenylboronic acid (161 g) were dissolved in toluene (2 L) and ethanol (2 L) in a 10 L reactor vessel. Sodium carbonate (2 L of a 2 M aqueous solution) was added followed by tetrakis(triphenylphosphine)palladium(0) (15.39 g). The reaction was heated at 75° C. for 16 h. The reaction was diluted with water (2.5 L) and TBME (2 L) and stirred. Further water (0.5 L) was added and the mixture stirred for a further 5 min to complete dissolution... As a reaction SMILES: Br[C:2]1[CH:10]=[CH:9][C:5]([C:6]([OH:8])=[O:7])=[C:4]([Cl:11])[CH:3]=1.[F:12][C:13]1[CH:14]=[CH:15][C:16]([O:22][CH3:23])=[C:17](B(O)O)[CH:18]=1.C(O)C.C(=O)([O-])[O-].[Na+].[Na+]>C1(C)C=CC=CC=1.O.CC(OC)(C)C.C1C=CC([P]([Pd]([P](C2C=CC=CC=2)(C2C=CC=CC=2)C2C=CC=CC=2)([P](C2C=CC=CC=2)(C2C=CC=CC=2)C2C=CC=CC=2)[P](C2C=CC=CC=2)(C2C=CC=CC=2)C2C=CC=CC=2)(C2C=CC=CC=2)C2C=CC=CC=2)=CC=1>[Cl:11][C:4]1[CH:3]=[C:2]([C:15]2[CH:14]=[C:13]([F:12])[CH:18]=[CH:17][C:16]=2[O:22][CH3:23])[CH:10]=[CH:9][C:5]=1[C:6]([OH:8])=[O:7] |f:3.4.5,^1:50,52,71,90|. Isolated yield 97.0%. Product: ClC=1C=C(C=CC1C(=O)O)C1=C(C=CC(=C1)F)OC (3-Chloro-5′-fluoro-2′-methoxybiphenyl-4-carboxylic acid). Reactants: BrC1=CC(=C(C(=O)O)C=C1)Cl (4-Bromo-2-chlorobenzoic acid), FC=1C=CC(=C(C1)B(O)O)OC (5-fluoro-2-methoxyphenylboronic acid), C(C)O (ethanol), C([O-])([O-])=O.[Na+].[Na+] (Sodium carbonate), aqueous solution. The reactants are ClCCl, Nc1c(Br)cc(F)cc1CO. The product is Nc1c(Br)cc(F)cc1C=O. As a reaction SMILES: [Cl:12][CH2:13][Cl:14].[NH2:1][c:2]1[c:3]([CH2:10][OH:11])[cH:4][c:5]([F:9])[cH:6][c:7]1[Br:8]>>[NH2:1][c:2]1[c:3]([CH:10]=[O:11])[cH:4][c:5]([F:9])[cH:6][c:7]1[Br:8]. The reactants are [Li]CCCC, Brc1ccc(OCc2ccccc2)nc1, CN(C)C=O, CCOCC, CCOC(C)=O, O. The product is O=Cc1ccc(OCc2ccccc2)nc1. As a reaction SMILES: [CH2:16]([Li:17])[CH2:18][CH2:19][CH3:20].[CH2:1]([c:2]1[cH:3][cH:4][cH:5][cH:6][cH:7]1)[O:8][c:9]1[n:10][cH:11][c:12]([Br:15])[cH:13][cH:14]1.[CH3:21][N:22]([CH:23]=[O:24])[CH3:25].[CH3:27][CH2:28][O:29][CH2:30][CH3:31].[CH3:32][CH2:33][O:34][C:35](=[O:36])[CH3:37].[OH2:26]>>[CH2:1]([c:2]1[cH:3][cH:4][cH:5][cH:6][cH:7]1)[O:8][c:9]1[n:10][cH:11][c:12]([CH:23]=[O:24])[cH:13][cH:14]1. The reactants are CO, O=C(NCCNCc1ncc(-c2ncc[nH]2)c(-c2ccc(Cl)cc2Cl)n1)C(F)(F)F, [K+], [OH-], O, c1cncnc1. The product is NCCNCc1ncc(-c2ncc[nH]2)c(-c2ccc(Cl)cc2Cl)n1. As a reaction SMILES: [CH3:40][OH:41].[Cl:7][c:8]1[c:9](-[c:15]2[n:16][c:17]([CH2:26][NH:27][CH2:28][CH2:29][NH:30][C:31](=[O:32])[C:33]([F:34])([F:35])[F:36])[n:18][cH:19][c:20]2-[c:21]2[nH:22][cH:23][cH:24][n:25]2)[cH:10][cH:11][c:12]([Cl:14])[cH:13]1.[K+:38].[OH-:37].[OH2:39].[cH:1]1[cH:2][n:3][cH:4][n:5][cH:6]1>>[Cl:7][c:8]1[c:9](-[c:15]2[n:16][c:17]([CH2:26][NH:27][CH2:28][CH2:29][NH2:30])[n:18][cH:19][c:20]2-[c:21]2[n:22][cH:23][cH:24][nH:25]2)[cH:10][cH:11][c:12]([Cl:14])[cH:13]1.